This data is from the Open Reaction Database (ORD), a public repository of structured organic reaction records. The task is: describe an organic reaction: reactants, conditions, products, and yield Starting materials: CN1C(C(=CC=C1C(F)(F)F)C(=O)C=1C=NN(C1O)C)=O (4-[1,2-dihydro-1-methyl-2-oxo-6-(trifluoromethyl)pyridine-3-carbonyl]-5-hydroxy-1-methyl-1H-pyrazole), N1=CC=CC=C1 (pyridine), C(Cl)(Cl)Cl (chloroform), C1(=CC=C(C=C1)S(=O)(=O)Cl)C (p-toluenesulfonyl chloride). The solvent is O (water). Yields the product CN1C(C(=CC=C1C(F)(F)F)C(=O)C=1C=NN(C1OS(=O)(=O)C1=CC=C(C)C=C1)C)=O (4-[1,2-dihydro-1-methyl-2-oxo-6-(trifluoromethyl)pyridine-3-carbonyl]-1-methyl-5-tosyloxy-1H-pyrazole). Yield: 90.6%. RXN SMILES: [CH3:1][N:2]1[C:7]([C:8]([F:11])([F:10])[F:9])=[CH:6][CH:5]=[C:4]([C:12]([C:14]2[CH:15]=[N:16][N:17]([CH3:20])[C:18]=2[OH:19])=[O:13])[C:3]1=[O:21].N1C=CC=CC=1.C(Cl)(Cl)Cl.[C:32]1([CH3:42])[CH:37]=[CH:36][C:35]([S:38](Cl)(=[O:40])=[O:39])=[CH:34][CH:33]=1>O>[CH3:1][N:2]1[C:7]([C:8]([F:10])([F:11])[F:9])=[CH:6][CH:5]=[C:4]([C:12]([C:14]2[CH:15]=[N:16][N:17]([CH3:20])[C:18]=2[O:19][S:38]([C:35]2[CH:36]=[CH:37][C:32]([CH3:42])=[CH:33][CH:34]=2)(=[O:40])=[O:39])=[O:13])[C:3]1=[O:21]. Reported procedure: To a mixed solution of 4-[1,2-dihydro-1-methyl-2-oxo-6-(trifluoromethyl)pyridine-3-carbonyl]-5-hydroxy-1-methyl-1H-pyrazole (0.25 g, 0.80 mmol), pyridine (0.13 g, 1.6 mmol) and chloroform (5 mL), p-toluenesulfonyl chloride (0.23 g, 1.2 mmol) was added little at a time. After the stirring for a day at room temperature, the reaction mixture was poured into water and extracted with chloroform. The organic layer was washed with water, and dried over anhydrous magnesium sulfate. After separating the ... Reactants: C(C)(C)OC1=C(C(=O)O)C=C(C=C1)S(=O)(=O)C (2-isopropoxy-5-methanesulfonyl-benzoic acid), Cl.COC(=O)C=1C=CC=C2C1N=C(S2)N2CCNCC2 (2-Piperazin-1-yl-benzothiazole-4-carboxylic acid methyl ester hydrochloride). The solvent is O1CCCC1 (tetrahydrofuran). The product is COC(=O)C=1C=CC=C2C1N=C(S2)N2CCN(CC2)C(C2=C(C=CC(=C2)S(=O)(=O)C)OC(C)C)=O (2-[4-(2-Isopropoxy-5-methanesulfonyl-benzoyl)-piperazin-1-yl]-benzothiazole-4-carboxylic acid methyl ester). As a reaction SMILES: [CH:1]([O:4][C:5]1[CH:13]=[CH:12][C:11]([S:14]([CH3:17])(=[O:16])=[O:15])=[CH:10][C:6]=1[C:7]([OH:9])=O)([CH3:3])[CH3:2].Cl.[CH3:19][O:20][C:21]([C:23]1[CH:24]=[CH:25][CH:26]=[C:27]2[S:31][C:30]([N:32]3[CH2:37][CH2:36][NH:35][CH2:34][CH2:33]3)=[N:29][C:28]=12)=[O:22]>O1CCCC1>[CH3:19][O:20][C:21]([C:23]1[CH:24]=[CH:25][CH:26]=[C:27]2[S:31][C:30]([N:32]3[CH2:37][CH2:36][N:35]([C:7](=[O:9])[C:6]4[CH:10]=[C:11]([S:14]([CH3:17])(=[O:16])=[O:15])[CH:12]=[CH:13][C:5]=4[O:4][CH:1]([CH3:2])[CH3:3])[CH2:34][CH2:33]3)=[N:29][C:28]=12)=[O:22] |f:1.2|. Procedure: Prepared in analogy to example 1.1 b) from 2-isopropoxy-5-methanesulfonyl-benzoic acid (Example 2.2) and 2-Piperazin-1-yl-benzothiazole-4-carboxylic acid methyl ester hydrochloride in tetrahydrofuran. The crude material was purified by chromatography (SiO2, heptane/ethyl acetate), and the residue was then triturated in ether to yield the title compound as a white solid. Reaction SMILES: [C:1]([C:3]([NH:7][C:8](=[O:20])[C:9]1[CH:14]=[CH:13][C:12]([O:15][C:16]([F:19])([F:18])[F:17])=[CH:11][CH:10]=1)([CH3:6])[CH2:4][OH:5])#[N:2].F[C:22]1[CH:23]=[C:24]([CH:27]=[CH:28][C:29]=1[C:30]([F:33])([F:32])[F:31])[C:25]#[N:26].[H-].[Na+]>O1CCCC1>[C:1]([C:3]([NH:7][C:8](=[O:20])[C:9]1[CH:14]=[CH:13][C:12]([O:15][C:16]([F:19])([F:18])[F:17])=[CH:11][CH:10]=1)([CH3:6])[CH2:4][O:5][C:22]1[CH:23]=[C:24]([C:25]#[N:26])[CH:27]=[CH:28][C:29]=1[C:30]([F:31])([F:33])[F:32])#[N:2] |f:2.3|. Solvent: O1CCCC1 (tetrahydrofurane). Product: C(#N)C(COC1=C(C=CC(=C1)C#N)C(F)(F)F)(C)NC(C1=CC=C(C=C1)OC(F)(F)F)=O (N-[1-cyano-1-methyl-2-(5-cyano-2-trifluoromethylphenoxy)-ethyl]-4-trifluoromethoxybenzamide). The reactants are C(#N)C(CO)(C)NC(C1=CC=C(C=C1)OC(F)(F)F)=O (N-[1-cyano-2-hydroxy-1-methylethyl]-4-trifluoromethoxybenzamide), FC=1C=C(C#N)C=CC1C(F)(F)F (3-fluoro-4-trifluoromethylbenzonitrile), [H-].[Na+] (sodium hydride). Procedure: In 5 ml of dried tetrahydrofurane, 651 mg N-[1-cyano-2-hydroxy-1-methylethyl]-4-trifluoromethoxybenzamide and 427 mg 3-fluoro-4-trifluoromethylbenzonitrile are dissolved and 63 mg of sodium hydride are added under stirring at 0°. The reaction mixture is stirred for 20 h at room temperature, then quenched with 5 ml of water and finally diluted with 15 ml of brine. The crude product is extracted with 3×10 ml of ethylacetate, the combined organic phases washed with brine, dried over magnesium sulph... Reactants: C(=C)C1=CC=NC=C1C#N (4-vinylnicotinonitrile). The reagents and catalysts are [C].[Pd] (palladium carbon). Solvent: C(C)(=O)OCC (ethyl acetate). Reaction conditions: time 2 hour. Product: C(C)C1=CC=NC=C1C#N (4-ethylnicotinonitrile). Yield: 83.6%. As a reaction SMILES: [CH:1]([C:3]1[C:8]([C:9]#[N:10])=[CH:7][N:6]=[CH:5][CH:4]=1)=[CH2:2]>C(OCC)(=O)C.[C].[Pd]>[CH2:1]([C:3]1[C:8]([C:9]#[N:10])=[CH:7][N:6]=[CH:5][CH:4]=1)[CH3:2] |f:2.3|. Procedure details: The compound (25) (0.73 g, 5.61 mmol) was dissolved in ethyl acetate (15 ml) and 10% palladium carbon (20 mg) was added. The mixture was stirred at normal temperature and normal pressure under a hydrogen atmosphere for 2 hrs. for hydrogenation. The reaction mixture was passed through celite and the filtrate was partitioned between ethyl acetate and brine. The aqueous layer was extracted with ethyl acetate, and the extract was combined and dried (MgSO4). The solvent was evaporated under reduced p... Starting materials: C(C)OC(=O)C=1C(=C2C(=NC1)N(N=C2)CC2=CC=C(C=C2)OC)Cl (4-Chloro-1-(4-methoxy-benzyl)-1H-pyrazolo[3,4-b]pyridine-5-carboxylic acid ethyl ester), FC1=C(N)C=CC(=C1)I (2-fluoro-4-iodoaniline), resultant mixture. The solvent is O (water), O1CCOCC1 (dioxane). Product: C(C)OC(=O)C=1C(=C2C(=NC1)N(N=C2)CC2=CC=C(C=C2)OC)NC2=C(C=C(C=C2)I)F (4-(2-Fluoro-4-iodophenylamino)-1-(4-methoxybenzyl)1H-pyrazolo[3,4-b]pyridine-5-carboxylic acid ethyl ester). The yield is 54.9%. Reaction SMILES: [CH2:1]([O:3][C:4]([C:6]1[C:7](Cl)=[C:8]2[CH:14]=[N:13][N:12]([CH2:15][C:16]3[CH:21]=[CH:20][C:19]([O:22][CH3:23])=[CH:18][CH:17]=3)[C:9]2=[N:10][CH:11]=1)=[O:5])[CH3:2].[F:25][C:26]1[CH:32]=[C:31]([I:33])[CH:30]=[CH:29][C:27]=1[NH2:28]>O1CCOCC1.O>[CH2:1]([O:3][C:4]([C:6]1[C:7]([NH:28][C:27]2[CH:29]=[CH:30][C:31]([I:33])=[CH:32][C:26]=2[F:25])=[C:8]2[CH:14]=[N:13][N:12]([CH2:15][C:16]3[CH:21]=[CH:20][C:19]([O:22][CH3:23])=[CH:18][CH:17]=3)[C:9]2=[N:10][CH:11]=1)=[O:5])[CH3:2]. Procedure details: 4-Chloro-1-(4-methoxy-benzyl)-1H-pyrazolo[3,4-b]pyridine-5-carboxylic acid ethyl ester (1.8 g, 5.2 mmol) and 2-fluoro-4-iodoaniline (1.5 g, 6.3 mmol) were dissolved in dioxane (20 mL) and the resultant mixture stirred at reflux for 16 hours. The reaction mixture was diluted with water (50 mL) and the aqueous layer extracted with dichloromethane (3×20 mL). The combined organic fractions were filtered through a hydrophobic frit and concentrated in vacuo. The resultant residue was subjected to flas...